Dataset: the Open Reaction Database (ORD), a public repository of structured organic reaction records. Task: describe an organic reaction: reactants, conditions, products, and yield The reactants are CN1CCOCC1 (N-methylmorpholine), Cl.N[C@@H](CC1=CC=CC=C1)C(=O)C1C2(CC3CC(CC1(C3)N)C2)C(=O)OC (methyl L-phenylalanyl-3-amino-1-adamantanecarboxylate hydrochloride), CN1CCOCC1 (N-methylmorpholine), C(=O)(OC(C)(C)C)N[C@@H](CC1=CC=C(C=C1)O)C(=O)N[C@H](CCSC)C(=O)NCC(=O)O (Boc-L-tyrosyl-D-methionyl-glycine), C(C(C)C)OC(=O)Cl (isobutylchloroformate), CN(CCN)C (N,N-dimethylethylenediamine). Solvent: CN(C=O)C (dimethylformamide). Conditions: temperature -50 celsius, time 1.5 hour. Yields the product C(=O)(OC(C)(C)C)N[C@@H](CC1=CC=C(C=C1)O)C(=O)N[C@H](CCSC)C(=O)NCC(=O)N[C@@H](CC1=CC=CC=C1)C(=O)C1C2(CC3CC(CC1(C3)N)C2)C(=O)OC (methyl Boc-L-tyrosyl-D-methionyl-glycyl-L-phenylalanyl-3-amino-1-adamantanecarboxylate). Reaction SMILES: [C:1]([NH:8][C@H:9]([C:18]([NH:20][C@@H:21]([C:26]([NH:28][CH2:29][C:30](O)=[O:31])=[O:27])[CH2:22][CH2:23][S:24][CH3:25])=[O:19])[CH2:10][C:11]1[CH:16]=[CH:15][C:14]([OH:17])=[CH:13][CH:12]=1)([O:3][C:4]([CH3:7])([CH3:6])[CH3:5])=[O:2].CN1CCOCC1.C(OC(Cl)=O)C(C)C.Cl.[NH2:49][C@H:50]([C:58]([CH:60]1[C:67]2([NH2:69])[CH2:68][CH:63]3[CH2:64][CH:65]([CH2:70][C:61]1([C:71]([O:73][CH3:74])=[O:72])[CH2:62]3)[CH2:66]2)=[O:59])[CH2:51][C:52]1[CH:57]=[CH:56][CH:55]=[CH:54][CH:53]=1.CN(C)CCN>CN(C)C=O>[C:1]([NH:8][C@H:9]([C:18]([NH:20][C@@H:21]([C:26]([NH:28][CH2:29][C:30]([NH:49][C@H:50]([C:58]([CH:60]1[C:67]2([NH2:69])[CH2:68][CH:63]3[CH2:64][CH:65]([CH2:70][C:61]1([C:71]([O:73][CH3:74])=[O:72])[CH2:62]3)[CH2:66]2)=[O:59])[CH2:51][C:52]1[CH:57]=[CH:56][CH:55]=[CH:54][CH:53]=1)=[O:31])=[O:27])[CH2:22][CH2:23][S:24][CH3:25])=[O:19])[CH2:10][C:11]1[CH:16]=[CH:15][C:14]([OH:17])=[CH:13][CH:12]=1)([O:3][C:4]([CH3:6])([CH3:5])[CH3:7])=[O:2] |f:3.4|. Procedure details: 5.06 Grams of Boc-L-tyrosyl-D-methionyl-glycine is dissolved in 40 ml of dimethylformamide and 1.28 ml of N-methylmorpholine is added to the solution. The reaction mixture is cooled to -50° C. and 1.51 ml of isobutylchloroformate is added causing a precipitate to form. The reaction mixture is allowed to warm to -20° over a 15 minute period and 4.45 g of methyl L-phenylalanyl-3-amino-1-adamantanecarboxylate hydrochloride is added followed immediately by 1.25 ml of N-methylmorpholine The gum which... The reactants are CC(C)(C)OC(=O)N(C(=O)OC(C)(C)C)C1CCC(c2cccc(F)c2F)CN(Cc2nccs2)C1=O, O=C([O-])O, ClCCl, [Na+], O=C(O)C(F)(F)F. Product: NC1CCC(c2cccc(F)c2F)CN(Cc2nccs2)C1=O. RXN SMILES: [C:1]([O:2][C:3]([N:8]([C:4]([O:5][C:6]([CH3:7])([CH3:9])[CH3:10])=[O:11])[CH:16]1[C:17](=[O:37])[N:18]([CH2:31][c:32]2[s:33][cH:34][cH:35][n:36]2)[CH2:19][CH:20]([c:23]2[c:24]([F:30])[c:25]([F:29])[cH:26][cH:27][cH:28]2)[CH2:21][CH2:22]1)=[O:12])([CH3:13])([CH3:14])[CH3:15].[C:48](=[O:49])([OH:50])[O-:51].[Cl:45][CH2:46][Cl:47].[Na+:52].[OH:38][C:39]([C:40]([F:41])([F:42])[F:43])=[O:44]>>[NH2:8][CH:16]1[C:17](=[O:37])[N:18]([CH2:31][c:32]2[s:33][cH:34][cH:35][n:36]2)[CH2:19][CH:20]([c:23]2[c:24]([F:30])[c:25]([F:29])[cH:26][cH:27][cH:28]2)[CH2:21][CH2:22]1. Reactants: CC(C)(C)[Si](C)(C)ON, C=CC(C)=O, ClCCl. Yields the product C=CC(C)=NO[Si](C)(C)C(C)(C)C. As a reaction SMILES: [C:6]([CH3:7])([CH3:8])([CH3:9])[Si:10]([O:11][NH2:12])([CH3:13])[CH3:14].[CH:1](=[CH2:2])[C:3](=[O:4])[CH3:5].[Cl:15][CH2:16][Cl:17]>>[CH:1](=[CH2:2])[C:3]([CH3:5])=[N:12][O:11][Si:10]([C:6]([CH3:7])([CH3:8])[CH3:9])([CH3:13])[CH3:14]. Starting materials: C1(=CC=CC2=CC=CC=C12)C=O (naphthaldehyde), C(=O)([O-])[O-].[K+].[K+] (K2CO3), C1(=CC=CC=C1)P(C1=CC=CC=C1)(C1=CC=CC=C1)=O (triphenylphosphine oxide), ( E )-, [PH4+] (phosphonium), powder. Reagents/catalysts: [Br-].C(C)[P+](C1=CC=CC=C1)(C1=CC=CC=C1)C1=CC=CC=C1 ((ethyl)triphenylphosphonium bromide). Solvent: CCCCCC.C1(=CC=CC=C1)C (hexane toluene). Product: C(C)C=CC1=CC=CC2=CC=CC=C12 (1-(ethyl)-2-(naphthyl)ethylene), ( Z )-isomers. Yield: 63.0%. As a reaction SMILES: [C:1]1([CH:11]=O)[C:10]2[C:5](=[CH:6][CH:7]=[CH:8][CH:9]=2)[CH:4]=[CH:3][CH:2]=1.C([O-])([O-])=O.[K+].[K+].[C:19]1(P(=O)(C2C=CC=CC=2)C2C=CC=CC=2)[CH:24]=CC=C[CH:20]=1.[PH4+]>[Br-].C([P+](C1C=CC=CC=1)(C1C=CC=CC=1)C1C=CC=CC=1)C.CCCCCC.C1(C)C=CC=CC=1>[CH2:19]([CH:24]=[CH:11][C:1]1[C:10]2[C:5](=[CH:6][CH:7]=[CH:8][CH:9]=2)[CH:4]=[CH:3][CH:2]=1)[CH3:20] |f:1.2.3,6.7,8.9|. Procedure: 1-(ethyl)-2-(naphthyl)ethylene (IXd) was prepared from 1.00 g (2.7 mmol) of (ethyl)triphenylphosphonium bromide (Vd), 0.42 g (2.7 mmol) of naphthaldehyde and 0.79 g (5.5 mmol) of anhydrous K2CO3 by ball-milling for 26 hours. The formed powder was analyzed by the solid state 31P MAS NMR spectroscopy. The solid state 31P MAS NMR spectrum of the ball-milled powder contained two signals: a major signal corresponding to triphenylphosphine oxide at δ31P=25 ppm and a minor signal corresponding to the s... Starting materials: [Cl-].[Cl-].[Cl-].[Al+3] (aluminium trichloride), CC=1C=C(C(=O)Cl)C=C(C1)C (3,5-dimethyl benzoyl chloride). Run in ClC1=CC=CC=C1 (chlorobenzene). Run at temperature 70 celsius, time 16 hour. Yields the product CC=1C=C(C=C(C1)C)C(C1=CC=C(C=C1)Cl)=O (3′,5′-dimethyl-4-chloro benzophenone). The yield is 172.3%. Reaction SMILES: [Cl-:1].[Cl-].[Cl-].[Al+3].[CH3:5][C:6]1[CH:7]=[C:8]([CH:12]=[C:13]([CH3:15])[CH:14]=1)[C:9](Cl)=[O:10]>ClC1C=CC=CC=1>[CH3:5][C:6]1[CH:7]=[C:8]([C:9](=[O:10])[C:6]2[CH:7]=[CH:8][C:12]([Cl:1])=[CH:13][CH:14]=2)[CH:12]=[C:13]([CH3:15])[CH:14]=1 |f:0.1.2.3|. Procedure: 100 ml chlorobenzene and 14.7 g aluminium trichloride are added in a 250 ml three-neck flask, and then 16.8 g 3,5-dimethyl benzoyl chloride is dropped into the solution at room temperature. Maintaining the temperature at 70° C., react with stirring for 16 h. The reaction solution is acidolyzed and washed with water, and then is distilled to remove chlorobenzene, obtaining 21 g residue, the yield is 86%. The residue is recrystallized with ethanol to obtain a purified white crystal, and the meltin... Yield: 2.6%. RXN SMILES: [N:1]1([C:7]([CH:9]=[CH:10][C:11]2[CH:16]=[CH:15][C:14]([C:17]3[CH:22]=[CH:21][C:20]([O:23][CH2:24][CH2:25][CH2:26][N:27]4[CH2:32][CH2:31][CH2:30][CH2:29][CH2:28]4)=[CH:19][CH:18]=3)=[CH:13][CH:12]=2)=O)[CH2:6][CH2:5][CH2:4][CH2:3][CH2:2]1.[H-].[Al+3].[Li+].[H-].[H-].[H-]>O1CCCC1>[N:1]1([CH2:7][CH:9]=[CH:10][C:11]2[CH:16]=[CH:15][C:14]([C:17]3[CH:18]=[CH:19][C:20]([O:23][CH2:24][CH2:25][CH2:26][N:27]4[CH2:28][CH2:29][CH2:30][CH2:31][CH2:32]4)=[CH:21][CH:22]=3)=[CH:13][CH:12]=2)[CH2:2][CH2:3][CH2:4][CH2:5][CH2:6]1 |f:1.2.3.4.5.6|. Procedure details: A Following the procedure of example 42§A, but starting from 1-(3-{[4′-(2-piperidinocarbonylethen-1-yl)biphenyl-4-yl]oxy}propyl)piperidine (0.6 g) and lithium aluminum hydride (120 mg) in tetrahydrofuran (15 mL) affords 15 mg of 1-(3-{[4′-(3-piperidinoprop-1-en-1-yl)biphenyl-4-yl]oxy}propyl)piperidine as pale yellow crystals melting at 100-105° C. Solvent: O1CCCC1 (tetrahydrofuran). Reactants: N1(CCCCC1)C(=O)C=CC1=CC=C(C=C1)C1=CC=C(C=C1)OCCCN1CCCCC1 (1-(3-{[4′-(2-piperidinocarbonylethen-1-yl)biphenyl-4-yl]oxy}propyl)piperidine), [H-].[Al+3].[Li+].[H-].[H-].[H-] (lithium aluminum hydride). Yields the product N1(CCCCC1)CC=CC1=CC=C(C=C1)C1=CC=C(C=C1)OCCCN1CCCCC1 (1-(3-{[4′-(3-piperidinoprop-1-en-1-yl)biphenyl-4-yl]oxy}propyl)piperidine). The reactants are C(C1=CC=CC=C1)(=O)O (benzoic acid), OS(=O)(=O)O.O=S(=O)=O (oleum), [Cl-].[Na+] (sodium chloride). Conditions: temperature 130 celsius, time 1 hour. Yields the product S(=O)(=O)(O)C=1C=C(C(=O)[O-])C=CC1.[Na+] (sodium 3-sulfobenzoate). Reaction SMILES: [C:1]([OH:9])(=[O:8])[C:2]1[CH:7]=[CH:6][CH:5]=[CH:4][CH:3]=1.[OH:10][S:11](O)(=[O:13])=[O:12].O=S(=O)=O.[Cl-].[Na+:20]>>[S:11]([C:4]1[CH:3]=[C:2]([CH:7]=[CH:6][CH:5]=1)[C:1]([O-:9])=[O:8])([OH:13])(=[O:12])=[O:10].[Na+:20] |f:1.2,3.4,5.6|. Reported procedure: 122.1 g (1.0 mol) of benzoic acid are melted at 125° to 130° C. in a 1 l four-neck flask fitted with stirrer, internal thermometer and reflux condenser. Then 405 g of oleum are introduced over 30 minutes. Subsequently the reaction mixture is heated to 130° C. and stirred for a further 1 hour at this temperature. The reaction mixture is cooled and 1800 g (=1500 ml) of 26.4% strength sodium chloride solution are run in over 15 minutes. The reaction mixture is heated to 80° C. to 85° C. Then the mi...